This data is from the Open Reaction Database (ORD), a public repository of structured organic reaction records. The task is: describe an organic reaction: reactants, conditions, products, and yield Reactants: CN(C)CC1=C(C(=CC(=C1)CN(C)C)CN(C)C)[O-].[Na+] (sodium 2,4,6-tris(dimethylaminomethyl)phenolate), [N+](=O)([O-])[O-].[Zn+2].[N+](=O)([O-])[O-] (zinc nitrate). Solvent: C(CCC)O (1-butanol). Reaction conditions: time 45 minute. Product: CN(C)CC1=C(C(=CC(=C1)CN(C)C)CN(C)C)[O-].CN(C)CC1=C(C(=CC(=C1)CN(C)C)CN(C)C)[O-].[Zn+2] (zinc bis(2,4,6-tris(dimethylaminomethyl)phenolate)). RXN SMILES: [CH3:1][N:2]([CH2:4][C:5]1[CH:10]=[C:9]([CH2:11][N:12]([CH3:14])[CH3:13])[CH:8]=[C:7]([CH2:15][N:16]([CH3:18])[CH3:17])[C:6]=1[O-:19])[CH3:3].[Na+].[N+]([O-])([O-])=O.[Zn+2:25].[N+]([O-])([O-])=O>C(O)CCC>[CH3:3][N:2]([CH2:4][C:5]1[CH:10]=[C:9]([CH2:11][N:12]([CH3:13])[CH3:14])[CH:8]=[C:7]([CH2:15][N:16]([CH3:18])[CH3:17])[C:6]=1[O-:19])[CH3:1].[CH3:3][N:2]([CH2:4][C:5]1[CH:10]=[C:9]([CH2:11][N:12]([CH3:13])[CH3:14])[CH:8]=[C:7]([CH2:15][N:16]([CH3:18])[CH3:17])[C:6]=1[O-:19])[CH3:1].[Zn+2:25] |f:0.1,2.3.4,6.7.8|. Procedure: 5.7 g (0.02 mol) of sodium 2,4,6-tris(dimethylaminomethyl)phenolate (preparation see Example 19) and 17.9 g of 1-butanol are placed in a 100 ml round-bottomed flask having a magnetic stirrer, and then 3.0 g (0.01 mol) of zinc nitrate are added. The solution is stirred for 45 minutes, and then the precipitated sodium nitrate is filtered off. A clear, dark-brown 25% accelerator solution of zinc bis(2,4,6-tris(dimethylaminomethyl)phenolate) in 1-butanol is obtained. Reactants: COC1=C(C=CC(=C1)B1OC(C(O1)(C)C)(C)C)NC(OC(C)C)=O (isopropyl 2-methoxy-4-(4,4,5,5-tetramethyl-1,3,2-dioxaborolan-2-yl)phenylcarbamate), [Cl-].[NH4+] (ammonium chloride), [H-].[Na+] (sodium hydride), IC (iodomethane). Run in O1CCCC1 (tetrahydrofuran). Yields the product COC1=C(C=CC(=C1)B1OC(C(O1)(C)C)(C)C)N(C(OC(C)C)=O)C (isopropyl 2-methoxy-4-(4,4,5,5-tetramethyl-1,3,2-dioxaborolan-2-yl)phenyl(methyl)carbamate). Yield: 134.5%. As a reaction SMILES: [CH3:1][O:2][C:3]1[CH:8]=[C:7]([B:9]2[O:13][C:12]([CH3:15])([CH3:14])[C:11]([CH3:17])([CH3:16])[O:10]2)[CH:6]=[CH:5][C:4]=1[NH:18][C:19](=[O:24])[O:20][CH:21]([CH3:23])[CH3:22].[H-].[Na+].I[CH3:28].[Cl-].[NH4+]>O1CCCC1>[CH3:1][O:2][C:3]1[CH:8]=[C:7]([B:9]2[O:13][C:12]([CH3:14])([CH3:15])[C:11]([CH3:17])([CH3:16])[O:10]2)[CH:6]=[CH:5][C:4]=1[N:18]([CH3:28])[C:19](=[O:24])[O:20][CH:21]([CH3:22])[CH3:23] |f:1.2,4.5|. Reported procedure: To isopropyl 2-methoxy-4-(4,4,5,5-tetramethyl-1,3,2-dioxaborolan-2-yl)phenylcarbamate (0.298 mmol, 0.10 g) in tetrahydrofuran (1 ml) at room temperature were subsequently added sodium hydride (60% dispersion in mineral oil, 0.350 mmol, 0.014 g) and iodomethane (0.803 mmol, 0.05 ml). After 1 hour aqueous ammonium chloride solution was added and extracted with dichloromethane (three times). The combined organic extracts were dried (sodium sulfate) and concentrated in vacuo to yield isopropyl 2-met... Reactants: OCc1ccc2ncc(Br)cc2c1, C1CCOC1, CCOC(C)=O, O=C1NC(=O)c2ccccc21, CC(C)OC(=O)N=NC(=O)OC(C)C, c1ccc(P(c2ccccc2)c2ccccc2)cc1. The product is O=C1c2ccccc2C(=O)N1Cc1ccc2ncc(Br)cc2c1. RXN SMILES: [Br:45][c:46]1[cH:47][n:48][c:49]2[cH:50][cH:51][c:52]([CH2:56][OH:57])[cH:53][c:54]2[cH:55]1.[CH2:58]1[O:59][CH2:60][CH2:61][CH2:62]1.[CH3:63][CH2:64][O:65][C:66]([CH3:67])=[O:68].[O:1]=[C:2]1[NH:3][C:4](=[O:5])[c:6]2[cH:7][cH:8][cH:9][cH:10][c:11]21.[O:31]=[C:32]([O:33][CH:34]([CH3:35])[CH3:36])[N:37]=[N:38][C:39]([O:40][CH:41]([CH3:42])[CH3:43])=[O:44].[c:12]1([P:13]([c:14]2[cH:15][cH:16][cH:17][cH:18][cH:19]2)[c:20]2[cH:21][cH:22][cH:23][cH:24][cH:25]2)[cH:26][cH:27][cH:28][cH:29][cH:30]1>>[O:1]=[C:2]1[N:3]([CH2:56][c:52]2[cH:51][cH:50][c:49]3[n:48][cH:47][c:46]([Br:45])[cH:55][c:54]3[cH:53]2)[C:4](=[O:5])[c:6]2[cH:7][cH:8][cH:9][cH:10][c:11]21.